This data is from the Open Reaction Database (ORD), a public repository of structured organic reaction records. The task is: describe an organic reaction: reactants, conditions, products, and yield Reactants: C1(=CC=CC=C1)C1=NNC(=C1)CC (3-phenyl-5-ethylpyrazole), CC(C)([O-])C.[K+] (potassium t-butoxide), FC1=CC=C(C=C1)[N+](=O)[O-] (4-fluoronitrobenzene). The solvent is CS(=O)C (DMSO). Reaction conditions: temperature 90 celsius. Product: [N+](=O)([O-])C1=CC=C(C=C1)N1N=C(C=C1CC)C1=CC=CC=C1 (1-(4′-Nitrophenyl)-3-phenyl-5-ethyl-1H-pyrazole). As a reaction SMILES: [C:1]1([C:7]2[CH:11]=[C:10]([CH2:12][CH3:13])[NH:9][N:8]=2)[CH:6]=[CH:5][CH:4]=[CH:3][CH:2]=1.CC(C)([O-])C.[K+].F[C:21]1[CH:26]=[CH:25][C:24]([N+:27]([O-:29])=[O:28])=[CH:23][CH:22]=1>CS(C)=O>[N+:27]([C:24]1[CH:25]=[CH:26][C:21]([N:9]2[C:10]([CH2:12][CH3:13])=[CH:11][C:7]([C:1]3[CH:2]=[CH:3][CH:4]=[CH:5][CH:6]=3)=[N:8]2)=[CH:22][CH:23]=1)([O-:29])=[O:28] |f:1.2|. Reported procedure: To a solution of 3-phenyl-5-ethylpyrazole (1.0 g, 5.8 mmol) in DMSO (5 mL) was added potassium t-butoxide (0.72 g, 6.4 mmol) followed by 4-fluoronitrobenzene (0.65 mL, 6.4 mmol). The mixture was heated at 90° C. for 1 hour, cooled to rt, and quenched with water (50 mL). The precipitate was collected by filtration, redissolved in ethyl acetate (50 mL), treated with active carbon (3 g), and filtered through diatomaceous earth. The mixture was concentrated to 5 mL, and hexane (25 mL) was added. The... The reactants are CC=1C=C(CCC(=S)OCC)C=C(C1)C (Ethyl (3,5-dimethylbenzyl)thioacetate), O=C(C=CC1=C(CCC(=S)OCC)C=C(C=C1C)C)C (ethyl [2-(3-oxo-but-1-enyl)-3,5-dimethylbenzyl]thioacetate), O=C(C=CC1=C(C=C(CCC(=S)OCC)C=C1C)C)C (ethyl [4-(3-oxo-but-1-enyl)-3,5-dimethylbenzyl]thioacetate), ( i ), ( iii ), ( ii ). The product is CC1=CC2=C(C3C(SC2)C(CC(C3)=O)=O)C(=C1)C (8,10-dimethyl-1,2,3,4,4a,10b-hexahydro-6H-dibenzo[b,d]thiopyran-2,4-dione), O=C(C=CC1=C(C=C(CCC(=S)OCC)C=C1C)C)C (ethyl [4-(3-oxo-but-1-enyl)-3,5-dimethylbenzyl]thioacetate). Reaction SMILES: CC1C=C(C=C(C)C=1)C[CH2:6][C:7]([O:9]CC)=S.[O:16]=[C:17]([CH3:35])[CH:18]=[CH:19][C:20]1[C:32]([CH3:33])=[CH:31][C:30]([CH3:34])=[CH:29][C:21]=1[CH2:22]CC(OCC)=S.[O:36]=[C:37]([CH3:55])[CH:38]=[CH:39][C:40]1[C:52]([CH3:53])=[CH:51][C:43]([CH2:44][CH2:45][C:46]([O:48][CH2:49][CH3:50])=[S:47])=[CH:42][C:41]=1[CH3:54]>>[CH3:34][C:30]1[CH:31]=[C:32]([CH3:33])[C:20]2[CH:19]3[CH2:6][C:7](=[O:9])[CH2:35][C:17](=[O:16])[CH:18]3[S:47][CH2:22][C:21]=2[CH:29]=1.[O:36]=[C:37]([CH3:55])[CH:38]=[CH:39][C:40]1[C:52]([CH3:53])=[CH:51][C:43]([CH2:44][CH2:45][C:46]([O:48][CH2:49][CH3:50])=[S:47])=[CH:42][C:41]=1[CH3:54]. Procedure: Ethyl (3,5-dimethylbenzyl)thioacetate was converted into an approximately 1:1 mixture of ethyl [2-(3-oxo-but-1-enyl)-3,5-dimethylbenzyl]thioacetate and ethyl [4-(3-oxo-but-1-enyl)-3,5-dimethylbenzyl]thioacetate following essentially the same procedure as that described in Example 6 parts (i) and (ii). The mixture was reacted under the conditions described in Example 6 part (iii) to give 8,10-dimethyl-1,2,3,4,4a,10b-hexahydro-6H-dibenzo[b,d]thiopyran-2,4-dione plus unreacted ethyl [4-(3-oxo-but-1... Yields the product C1COCCN1C2=CC(=CN=C2)Br. Reagents/catalysts: CC(C)(C)[O-].[Na+], C1=CC=C(C=C1)P(C2=CC=CC=C2)C3=C(C4=CC=CC=C4C=C3)C5=C(C=CC6=CC=CC=C65)P(C7=CC=CC=C7)C8=CC=CC=C8, C1=CC=C(C=C1)/C=C/C(=O)/C=C/C2=CC=CC=C2.C1=CC=C(C=C1)/C=C/C(=O)/C=C/C2=CC=CC=C2.C1=CC=C(C=C1)/C=C/C(=O)/C=C/C2=CC=CC=C2.[Pd].[Pd]. The solvent is CC1=CC=CC=C1. Reactants: C1COCCN1, C1=C(C=NC=C1Br)Br. Conditions: temperature 110 celsius. The yield is 50.2%. Reported procedure: A mixture of 3,5-dibromopyridine (3.01 mL, 12.66 mmol), morpholine (1.00 g, 11.48 mmol), TRIS(DIBENZYLIDENEACETONE)DIPALLADIUM (0.210 g, 0.23 mmol), sodium 2-methylpropan-2-olate (1.655 g, 17.22 mmol) and 2,2'-bis(diphenylphosphino)-1,1'-binaphthyl (0.429 g, 0.69 mmol) in degassed toluene (35 mL) was stirred for 16 hours at 110 °C in a sealed vessel under inert atmosphere. Extraction with sat. aq. Na2CO3 solution and AE, then back extraction 2x NaCl sat using DCM. The organics were dried over Mg... Reactants: NC=1C(=C(C(=NC1C(F)(F)F)C(F)F)C(=O)OC)C1CCC1 (methyl 5-amino-2-(difluoromethyl) -4-cyclobutyl-6- (trifluoromethyl)-3-pyridinecarboxylate), COC1OC(CC1)OC (2,5-dimethoxy-tetrahydrofuran). Solvent: O (water), C(C)(=O)O (acetic acid). Yields the product FC(C1=NC(=C(C(=C1C(=O)OC)C1CCC1)N1C=CC=C1)C(F)(F)F)F (Methyl 2-(Difluoromethyl)-4-cyclobutyl-5-(1-pyrrolyl)-6-(trifluoromethyl)-3-pyridinecarboxylate). RXN SMILES: [NH2:1][C:2]1[C:3]([CH:19]2[CH2:22][CH2:21][CH2:20]2)=[C:4]([C:15]([O:17][CH3:18])=[O:16])[C:5]([CH:12]([F:14])[F:13])=[N:6][C:7]=1[C:8]([F:11])([F:10])[F:9].CO[CH:25]1[CH2:29][CH2:28][CH:27](OC)O1>C(O)(=O)C.O>[F:13][CH:12]([F:14])[C:5]1[C:4]([C:15]([O:17][CH3:18])=[O:16])=[C:3]([CH:19]2[CH2:22][CH2:21][CH2:20]2)[C:2]([N:1]2[CH:25]=[CH:29][CH:28]=[CH:27]2)=[C:7]([C:8]([F:10])([F:11])[F:9])[N:6]=1. Procedure details: A solution of 1.62 g (5 mmol) of methyl 5-amino-2-(difluoromethyl) -4-cyclobutyl-6- (trifluoromethyl)-3-pyridinecarboxylate (example A-2 of U.S. Pat. No. 5,114,465) and 0.8 g (6 mmol) of 2,5-dimethoxy-tetrahydrofuran in 10 ml of acetic acid as heated at 70° C. for 2.5 h. The reaction mixture was then diluted with 100 ml of water and extracted with ethyl acetate. The combined organic layers were washed with saturated sodium bicarbonate (3×100 ml), dried (MgSO4) and concentrated in vacuo. The resi... Starting materials: [Na] (sodium), ON1C(C=2C(C1=O)=CC=CC2)=O (N-hydroxyphthalimide), Cl.ClCC=1N=CNC1 (4-(chloromethyl)imidazole hydrochloride). Solvent: C(C)O (ethanol). Product: N1C=NC(=C1)CON1C(C=2C(C1=O)=CC=CC2)=O (N-((imidazol-4-yl)methoxy)phthalimide). Yield: 58.6%. RXN SMILES: [Na].[OH:2][N:3]1[C:7](=[O:8])[C:6]2=[CH:9][CH:10]=[CH:11][CH:12]=[C:5]2[C:4]1=[O:13].Cl.Cl[CH2:16][C:17]1[N:18]=[CH:19][NH:20][CH:21]=1>C(O)C>[NH:20]1[CH:21]=[C:17]([CH2:16][O:2][N:3]2[C:4](=[O:13])[C:5]3=[CH:12][CH:11]=[CH:10][CH:9]=[C:6]3[C:7]2=[O:8])[N:18]=[CH:19]1 |f:2.3,^1:0|. Procedure: A mixture of ethanol and 270 mg of sodium was cooled in an ice-bath and 1.91 g of N-hydroxyphthalimide was added to the mixture. 594 mg of 4-(chloromethyl)imidazole hydrochloride was added thereto under stirring at room temperature and the resulting mixture was stirred for 14 hours. The solvent was distilled off and SSB was added to the residue and the mixture was extracted with chloroform. The extract was washed with SSC and dried with sodium sulfate and then concentrated to dryness. The residu... Starting materials: ClC1=CC2=C(C(=C(N(S2(=O)=O)C)C(NC2=NC=CC=C2)=O)O)S1 (6-chloro-4-hydroxy-2-methyl-3-(2-pyridylcarbamoyl)-2H-thieno[2,3-e]-1,2-thiazine-1,1-dioxide), ClC1=CC2=C(C(=C(N(S2(=O)=O)C)C(=O)OC)O)S1 (6-chloro-4-hydroxy-2-methyl-3-methoxycarbonyl-2H-thieno[2,3-e]-1,2-thiazine-1,1-dioxide), C (charcoal), NC1=NC=CC=C1 (2-aminopyridine), ClC1=CC(=C(S1)C(=O)O)S(NC)(=O)=O (5-chloro-3-methylsulfamoylthiophene-2-carboxylic acid). Run in C=1(C(=CC=CC1)C)C (xylene), OCC(O)CO (glycerol). Reaction conditions: time 12 hour. Product: ClC1=CC(=C(S1)C(=O)OC)S(NC)(=O)=O (methyl 5-chloro-3-methylsulfamoylthiophene-2-carboxylate). RXN SMILES: Cl[C:2]1SC2C(O)=C(C(OC)=O)N(C)S(=O)(=O)C=2C=1.NC1C=CC=CN=1.[Cl:26][C:27]1[S:31][C:30]([C:32]([OH:34])=[O:33])=[C:29]([S:35](=[O:39])(=[O:38])[NH:36][CH3:37])[CH:28]=1.C.ClC1SC2C(O)=C(C(=O)NC3C=CC=CN=3)N(C)S(=O)(=O)C=2C=1>OCC(CO)O.C1(C)C(C)=CC=CC=1>[Cl:26][C:27]1[S:31][C:30]([C:32]([O:34][CH3:2])=[O:33])=[C:29]([S:35](=[O:38])(=[O:39])[NH:36][CH3:37])[CH:28]=1. Procedure details: 1200 ml. of absolute xylene are placed in a 2 liter volume flask and 11 g. of 6-chloro-4-hydroxy-2-methyl-3-methoxycarbonyl-2H-thieno[2,3-e]-1,2-thiazine-1,1-dioxide are added while stirring. 4.42 g. of 2-aminopyridine are next added and the solution is then boiled under reflux until all the starting product has been shown by thin layer chromatography to have reacted (about 4 hours). A gentle stream of nitrogen is passed through the mixture during boiling under reflux, in order to entrain the me... Reactants: [OH-].[K+] (potassium hydroxide), NC1=NC(=NC=C1C=O)C (4-amino-5-formyl-2-methylpyrimidine), FC1=CC=C(C=C1)CC#N (p-fluorophenylacetonitrile). Run in CO (methanol). Run at temperature 20 celsius. Product: NC=1C(=CC2=C(N=C(N=C2)C)N1)C1=CC=C(C=C1)F (7-Amino-6-(4-fluorophenyl)-2-methyl-pyrido [2,3-d]pyrimidine). Yield: 78.0%. RXN SMILES: [OH-].[K+].[NH2:3][C:4]1[C:9]([CH:10]=O)=[CH:8][N:7]=[C:6]([CH3:12])[N:5]=1.[F:13][C:14]1[CH:19]=[CH:18][C:17]([CH2:20][C:21]#[N:22])=[CH:16][CH:15]=1>CO>[NH2:22][C:21]1[C:20]([C:17]2[CH:18]=[CH:19][C:14]([F:13])=[CH:15][CH:16]=2)=[CH:10][C:9]2[CH:8]=[N:7][C:6]([CH3:12])=[N:5][C:4]=2[N:3]=1 |f:0.1|. Procedure details: 60 ml of 40% strength by weight aqueous potassium hydroxide solution were added to a suspension of 90 g (0.66 mol) of 4-amino-5-formyl-2-methylpyrimidine and 88.7 g (0.66 mol) of p-fluorophenylacetonitrile in 900 ml of methanol at 40° C., a homogeneous solution being formed. After cooling to about 20° C., the precipitate formed was separated off. 1 l of water was added to the alcoholic phase, with the result that further product crystallized out. Yield: 78%; mp.: 252°-254° C.